describe an organic reaction: reactants, conditions, products, and yield From a dataset of the Open Reaction Database (ORD), a public repository of structured organic reaction records. Starting materials: COc1cc(NC(=O)OC(C)(C)C)c(N)cc1-c1ccccc1F, Cc1nccn1-c1cccc(C(=O)CC(=O)OC(C)(C)C)c1. The product is COc1cc(NC(=O)OC(C)(C)C)c(NC(=O)CC(=O)c2cccc(-n3ccnc3C)c2)cc1-c1ccccc1F. As a reaction SMILES: [C:1]([CH3:2])([CH3:3])([CH3:4])[O:5][C:6]([NH:7][c:8]1[cH:9][c:10]([O:22][CH3:23])[c:11](-[c:15]2[c:16]([F:21])[cH:17][cH:18][cH:19][cH:20]2)[cH:12][c:13]1[NH2:14])=[O:24].[C:25]([CH3:27])([CH3:28])([O:29][C:30](=[O:26])[CH2:31][C:32](=[O:33])[c:34]1[cH:35][c:36](-[n:40]2[c:41]([CH3:45])[n:42][cH:43][cH:44]2)[cH:37][cH:38][cH:39]1)[CH3:46]>>[C:1]([CH3:2])([CH3:3])([CH3:4])[O:5][C:6]([NH:7][c:8]1[cH:9][c:10]([O:22][CH3:23])[c:11](-[c:15]2[c:16]([F:21])[cH:17][cH:18][cH:19][cH:20]2)[cH:12][c:13]1[NH:14][C:30](=[O:29])[CH2:31][C:32](=[O:33])[c:34]1[cH:35][c:36](-[n:40]2[c:41]([CH3:45])[n:42][cH:43][cH:44]2)[cH:37][cH:38][cH:39]1)=[O:24]. Reagents/catalysts: C=1C=CC(=CC1)[P](C=2C=CC=CC2)(C=3C=CC=CC3)[Pd]([P](C=4C=CC=CC4)(C=5C=CC=CC5)C=6C=CC=CC6)([P](C=7C=CC=CC7)(C=8C=CC=CC8)C=9C=CC=CC9)[P](C=1C=CC=CC1)(C=1C=CC=CC1)C=1C=CC=CC1 (tetrakis(triphenylphosphine)palladium). Reactants: COC(CCNC(C1=CC=C(C=C1)C(CCCCCC)(O)C1=CC=C(C=C1)Br)=O)=O (3-{4-[1-(4-Bromo-phenyl)-1-hydroxy-heptyl]-benzoylamino}-propionic acid methyl ester), C([O-])([O-])=O.[K+].[K+] (potassium carbonate), FC(C1=CC=C(C=C1)B(O)O)(F)F (4-trifluoromethylphenyl boronic acid). Procedure: 3-{4-[1-(4-Bromo-phenyl)-1-hydroxy-heptyl]-benzoylamino}-propionic acid methyl ester (350 mg, 0.74 mmol), potassium carbonate (304 mg, 2.2 mmol), 4-trifluoromethylphenyl boronic acid (279 mg, 1.5 mmol) and tetrakis(triphenylphosphine)palladium (86 mg, 0.074 mmol) are place in a flask. After the reaction is purged with N2 for several times, THF/H2O (20 mL/5 mL) is added. The resulting solution is refluxed overnight, loaded on silica gel, eluted with hexane and ethyl acetate to give 3-{4-[1-Hydrox... Product: COC(CCNC(C1=CC=C(C=C1)C(CCCCCC)(C1=CC=C(C=C1)C1=CC=C(C=C1)C(F)(F)F)O)=O)=O (3-{4-[1-Hydroxy-1-(4′-trifluoromethyl-biphenyl-4-yl)-heptyl]-benzoylamino}-propionic acid methyl ester). RXN SMILES: [CH3:1][O:2][C:3](=[O:30])[CH2:4][CH2:5][NH:6][C:7](=[O:29])[C:8]1[CH:13]=[CH:12][C:11]([C:14]([C:22]2[CH:27]=[CH:26][C:25](Br)=[CH:24][CH:23]=2)([OH:21])[CH2:15][CH2:16][CH2:17][CH2:18][CH2:19][CH3:20])=[CH:10][CH:9]=1.C(=O)([O-])[O-].[K+].[K+].[F:37][C:38]([F:49])([F:48])[C:39]1[CH:44]=[CH:43][C:42](B(O)O)=[CH:41][CH:40]=1>C1C=CC([P]([Pd]([P](C2C=CC=CC=2)(C2C=CC=CC=2)C2C=CC=CC=2)([P](C2C=CC=CC=2)(C2C=CC=CC=2)C2C=CC=CC=2)[P](C2C=CC=CC=2)(C2C=CC=CC=2)C2C=CC=CC=2)(C2C=CC=CC=2)C2C=CC=CC=2)=CC=1>[CH3:1][O:2][C:3](=[O:30])[CH2:4][CH2:5][NH:6][C:7](=[O:29])[C:8]1[CH:13]=[CH:12][C:11]([C:14]([OH:21])([C:22]2[CH:27]=[CH:26][C:25]([C:42]3[CH:43]=[CH:44][C:39]([C:38]([F:49])([F:48])[F:37])=[CH:40][CH:41]=3)=[CH:24][CH:23]=2)[CH2:15][CH2:16][CH2:17][CH2:18][CH2:19][CH3:20])=[CH:10][CH:9]=1 |f:1.2.3,^1:53,55,74,93|. Yield: 54.9%. Starting materials: C(CCCCCCC\C=C/CCCCCCCC)NCC(=O)NC1=C(C=C(C=C1OC)OC)OC ((Z)-2-(9-Octadecenylamino)-N-(2,4,6-trimethoxyphenyl)acetamide), C(C)(C)C1=C(C(=CC=C1)C(C)C)N=C=O (2,6-diisopropylphenylisocyanate), [K+].[Br-] (KBr). Run in C(C)(=O)OCC (ethyl acetate). Run at time 3 day. Product: CC(C)C1=C(C(=CC=C1)C(C)C)NC(=O)N(CCCCCCCC\C=C/CCCCCCCC)CC(=O)NC1=C(C=C(C=C1OC)OC)OC ((Z)-[[[[2,6-bis(1-Methylethyl)phenyl]amino]carbonyl]-9-octadecenylamino]-N-[2,4,6-trimethoxyphenyl)acetamide). Reaction SMILES: [CH2:1]([NH:19][CH2:20][C:21]([NH:23][C:24]1[C:29]([O:30][CH3:31])=[CH:28][C:27]([O:32][CH3:33])=[CH:26][C:25]=1[O:34][CH3:35])=[O:22])[CH2:2][CH2:3][CH2:4][CH2:5][CH2:6][CH2:7][CH2:8]/[CH:9]=[CH:10]\[CH2:11][CH2:12][CH2:13][CH2:14][CH2:15][CH2:16][CH2:17][CH3:18].[CH:36]([C:39]1[CH:44]=[CH:43][CH:42]=[C:41]([CH:45]([CH3:47])[CH3:46])[C:40]=1[N:48]=[C:49]=[O:50])([CH3:38])[CH3:37].[K+].[Br-]>C(OCC)(=O)C>[CH3:38][CH:36]([C:39]1[CH:44]=[CH:43][CH:42]=[C:41]([CH:45]([CH3:46])[CH3:47])[C:40]=1[NH:48][C:49]([N:19]([CH2:20][C:21]([NH:23][C:24]1[C:29]([O:30][CH3:31])=[CH:28][C:27]([O:32][CH3:33])=[CH:26][C:25]=1[O:34][CH3:35])=[O:22])[CH2:1][CH2:2][CH2:3][CH2:4][CH2:5][CH2:6][CH2:7][CH2:8]/[CH:9]=[CH:10]\[CH2:11][CH2:12][CH2:13][CH2:14][CH2:15][CH2:16][CH2:17][CH3:18])=[O:50])[CH3:37] |f:2.3|. Procedure details: A mixture of 0.50 g of the product of Example 7, 0.22 g 2,6-diisopropylphenylisocyanate and a few mL ethyl acetate was allowed to sit 3 days at room temperature. The solvent was removed and the residue chromatographed on SiO2 (70-230 mesh) using hexane/EtoAc, 1/1, as eluant. The product was obtained as a white solid. 0.33 g (46%). NMR (CDCl3) δ 0.88 (3H, t), δ 1.15 (12H, d), δ 1.21-1.26 (22H, m) δ 1.78 (2H, m), δ 2.02 (4H, m), δ 3.10 (2H, m), δ 3.47 (2H, t), δ 3.75 (6H, s), δ 3.80 (3H, s), δ 4.1... Reactants: COC(=O)C1=C(C=C(C=C1)C1=CC(=C(C=C1)C(C(C(F)(F)F)(C=1C=NC(=CC1)OC)O)C)Cl)F (3′-Chloro-3-fluoro-4′-[3,3,3-trifluoro-2-hydroxy-2-(6-methoxy-pyridin-3-yl)-1-methyl-propyl]-biphenyl-4-carboxylic acid methyl ester), Cl (HCl), [OH-].[Na+] (NaOH). Run in O1CCCC1.CO (tetrahydrofuran methanol), O1CCOCC1 (dioxane). Product: ClC=1C=C(C=CC1C(C(C(F)(F)F)(C1=CNC(C=C1)=O)O)C)C1=CC(=C(C=C1)C(=O)O)F (3′-Chloro-3-fluoro-4′-[3,3,3-trifluoro-2-hydroxy-1-methyl-2-(6-oxo-1,6-dihydro-pyridin-3-yl)-propyl]-biphenyl-4-carboxylic acid). Reaction SMILES: C[O:2][C:3]([C:5]1[CH:10]=[CH:9][C:8]([C:11]2[CH:16]=[CH:15][C:14]([CH:17]([CH3:32])[C:18]([OH:31])([C:23]3[CH:24]=[N:25][C:26]([O:29]C)=[CH:27][CH:28]=3)[C:19]([F:22])([F:21])[F:20])=[C:13]([Cl:33])[CH:12]=2)=[CH:7][C:6]=1[F:34])=[O:4].Cl.[OH-].[Na+]>O1CCOCC1.O1CCCC1.CO>[Cl:33][C:13]1[CH:12]=[C:11]([C:8]2[CH:9]=[CH:10][C:5]([C:3]([OH:4])=[O:2])=[C:6]([F:34])[CH:7]=2)[CH:16]=[CH:15][C:14]=1[CH:17]([CH3:32])[C:18]([OH:31])([C:23]1[CH:28]=[CH:27][C:26](=[O:29])[NH:25][CH:24]=1)[C:19]([F:22])([F:21])[F:20] |f:2.3,5.6|. Procedure details: In analogy to Example 175, step 6, 3′-chloro-3-fluoro-4′-[3,3,3-trifluoro-2-hydroxy-2-(6-methoxy-pyridin-3-yl)-1-methyl-propyl]-biphenyl-4-carboxylic acid methyl ester (Example 176) was treated first with aqueous HCl in dioxane, followed by aqueous NaOH in tetrahydrofuran/methanol to give the title compound as a colorless solid. MS (m/e, ISP neg. ion)=468.1 [M−H+]. Procedure: A suspension of 2.22 g of sodium hydride (80% in oil) in 50 ml of anhydrous tetrahydrofuran under an inert atmosphere at 20° is treated with 50 ml of an anhydrous tetrahydrofuran solution of 7.24 g of ethyl (methyl)phosphinate at such a rate so that the temperature does not exceed 25°. After the addition is complete the resulting suspension is stirred for 1 hour at room temperature before slow addition of 10.0 g of bromomethylcyclopropane. The reaction mixture is stirred for a further 3 hours at... Run at time 3 hour. Yields the product C1(CC1)CP(OCC)(=O)C (ethyl cyclopropylmethyl(methyl)phosphinate). Reaction SMILES: [H-].[Na+].[CH3:3][PH:4](=[O:8])[O:5][CH2:6][CH3:7].Br[CH2:10][CH:11]1[CH2:13][CH2:12]1.O>O1CCCC1>[CH:13]1([CH2:12][P:4]([CH3:3])(=[O:8])[O:5][CH2:6][CH3:7])[CH2:11][CH2:10]1 |f:0.1|. Reactants: O (water), [H-].[Na+] (sodium hydride), BrCC1CC1 (bromomethylcyclopropane), CP(OCC)=O (ethyl (methyl)phosphinate). The solvent is O1CCCC1 (tetrahydrofuran), O1CCCC1 (tetrahydrofuran).